From a dataset of the Open Reaction Database (ORD), a public repository of structured organic reaction records. describe an organic reaction: reactants, conditions, products, and yield Reactants: ( 2 ), [H][H] (hydrogen), C(C)[SiH](CC)CC (Triethylsilane), OC=1C=CC2=C(C=CS2)C1 (5-hydroxybenzothiophene), FC(C(=O)O)(F)F (trifluoroacetic acid). Product: OC=1C=CC2=C(CCS2)C1 (5-hydroxy-2,3-dihydrobenzothiophene). Reaction SMILES: [H][H].C([SiH](CC)CC)C.[OH:10][C:11]1[CH:12]=[CH:13][C:14]2[S:18][CH:17]=[CH:16][C:15]=2[CH:19]=1.FC(F)(F)C(O)=O>>[OH:10][C:11]1[CH:12]=[CH:13][C:14]2[S:18][CH2:17][CH2:16][C:15]=2[CH:19]=1. Procedure details: Scheme I depicts the preparation of the simplest member (2) of the invention, that is where R4 and R6 are both hydrogen. Triethylsilane is reacted with 5-hydroxybenzothiophene in a suitable solvent, e.g, trifluoroacetic acid (TFA) to yield the 5-hydroxy-2,3-dihydrobenzothiophene. ##STR4## Starting materials: C1(=CC=C(C=C1)C(=O)N1[C@@H](CC(C1)=NOC)C1=NC(=NO1)C1CCN(CC1)C(=O)OC(C)(C)C)C1=CC=CC=C1 (tert-butyl 4-{5-[(2S,4EZ)-1-([1,1′-biphenyl]-4-ylcarbonyl)-4-(methoxyimino)pyrrolidinyl]-1,2,4-oxadiazol-3-yl}-1-piperidinecarboxylate), C(=O)(C(F)(F)F)O.C(Cl)Cl (TFA DCM), C([O-])([O-])=O.[Na+].[Na+] (sodium carbonate). The product is CON=C1CN([C@@H](C1)C1=NC(=NO1)C1CCNCC1)C(=O)C1=CC=C(C=C1)C1=CC=CC=C1 ((3EZ,5S)-1-([1,1′-biphenyl]-4-ylcarbonyl)-5-[3-(4-piperidinyl)-1,2,4-oxadiazol-5-yl]-3-pyrrolidinone O-methyloxime). Isolated yield 80.0%. As a reaction SMILES: [C:1]1([C:35]2[CH:40]=[CH:39][CH:38]=[CH:37][CH:36]=2)[CH:6]=[CH:5][C:4]([C:7]([N:9]2[CH2:13][C:12](=[N:14][O:15][CH3:16])[CH2:11][C@H:10]2[C:17]2[O:21][N:20]=[C:19]([CH:22]3[CH2:27][CH2:26][N:25](C(OC(C)(C)C)=O)[CH2:24][CH2:23]3)[N:18]=2)=[O:8])=[CH:3][CH:2]=1.C(O)(C(F)(F)F)=O.C(Cl)Cl.C(=O)([O-])[O-].[Na+].[Na+]>>[CH3:16][O:15][N:14]=[C:12]1[CH2:11][C@@H:10]([C:17]2[O:21][N:20]=[C:19]([CH:22]3[CH2:27][CH2:26][NH:25][CH2:24][CH2:23]3)[N:18]=2)[N:9]([C:7]([C:4]2[CH:3]=[CH:2][C:1]([C:35]3[CH:40]=[CH:39][CH:38]=[CH:37][CH:36]=3)=[CH:6][CH:5]=2)=[O:8])[CH2:13]1 |f:1.2,3.4.5|. Reported procedure: tert-butyl 4-{5-[(2S,4EZ)-1-([1,1′-biphenyl]-4-ylcarbonyl)-4-(methoxyimino)pyrrolidinyl]-1,2,4-oxadiazol-3-yl}-1-piperidinecarboxylate) (100 mg, 1.80 mmol) was treated with a 25% TFA/DCM solution at 0° C. for 1 hour. The reaction was then made basic with a sodium carbonate solution (10%) and extracted with DCM. The organic phases were combined and dried over magnesium sulfate and solvent removal afforded a residue which was purified by flash-chromatography using cyclohexane/ethylacetate (2/8) as...